From a dataset of the Open Reaction Database (ORD), a public repository of structured organic reaction records. describe an organic reaction: reactants, conditions, products, and yield Starting materials: CC1CC(=O)CC(C)(C)C1, C=CBr, [Cl-], [Mg], [NH4+], C1CCOC1. Yields the product C=CC1(O)CC(C)CC(C)(C)C1. Reaction SMILES: [CH3:5][C:6]1([CH3:14])[CH2:7][C:8](=[O:13])[CH2:9][CH:10]([CH3:12])[CH2:11]1.[CH:1](=[CH2:2])[Br:3].[Cl-:15].[Mg:4].[NH4+:16].[O:17]1[CH2:18][CH2:19][CH2:20][CH2:21]1>>[CH:1](=[CH2:2])[C:8]1([OH:13])[CH2:7][C:6]([CH3:5])([CH3:14])[CH2:11][CH:10]([CH3:12])[CH2:9]1. Reactants: C(C1=CC=CC=C1)OCCO (2-benzyloxy-ethanol), [H-].[Na+] (sodium hydride), O (Water), CC1=NC(=CC(=C1)C1=NC2=CC(=CC(=C2C(N1)=O)OC)F)C (2-(2,6-dimethyl-pyridin-4-yl)-7-fluoro-5-methoxy-3H-quinazolin-4-one). Solvent: CS(=O)C (dimethyl sulfoxide), C(C)(=O)O (acetic acid). Reaction conditions: time 20 minute. Product: C(C1=CC=CC=C1)OCCOC1=CC(=C2C(NC(=NC2=C1)C1=CC(=NC(=C1)C)C)=O)OC (7-(2-(Benzyloxy)ethoxy)-2-(2,6-dimethylpyridin-4-yl)-5-methoxyquinazolin-4(3H)-one). RXN SMILES: [CH2:1]([O:8][CH2:9][CH2:10][OH:11])[C:2]1[CH:7]=[CH:6][CH:5]=[CH:4][CH:3]=1.[H-].[Na+].[CH3:14][C:15]1[CH:20]=[C:19]([C:21]2[NH:30][C:29](=[O:31])[C:28]3[C:23](=[CH:24][C:25](F)=[CH:26][C:27]=3[O:32][CH3:33])[N:22]=2)[CH:18]=[C:17]([CH3:35])[N:16]=1.O>CS(C)=O.C(O)(=O)C>[CH2:1]([O:8][CH2:9][CH2:10][O:11][C:25]1[CH:24]=[C:23]2[C:28]([C:29](=[O:31])[NH:30][C:21]([C:19]3[CH:18]=[C:17]([CH3:35])[N:16]=[C:15]([CH3:14])[CH:20]=3)=[N:22]2)=[C:27]([O:32][CH3:33])[CH:26]=1)[C:2]1[CH:7]=[CH:6][CH:5]=[CH:4][CH:3]=1 |f:1.2|. Procedure details: To a solution of 2-benzyloxy-ethanol (1.15 g, 10.0 mmol) in dimethyl sulfoxide (4 mL), sodium hydride (60% suspension in mineral oil, 0.20 g, 5.0 mmol) was added in portions and the reaction mixture was stirred at room temperature for 20 minutes. To this reaction mixture was added 2-(2,6-dimethyl-pyridin-4-yl)-7-fluoro-5-methoxy-3H-quinazolin-4-one (0.30 g, 1.0 mmol) and the reaction mixture was stirred at 85° C. for 24 hours. Water was added, and the mixture was acidified to pH approximately 4-... The reactants are CN(CC(=O)O[C@@H](CN1N(C(C(=C1C)C(NC1=CC(=C(C=C1)OC1=CC=NC2=CC(=CC=C12)OC)F)=O)=O)C1=CC=CC=C1)C)C ((R)-1-(4-(4-(7-methoxyquinolin-4-yloxy)-3-fluorophenyl-carbamoyl)-2,3-dihydro-5-methyl-3-oxo-2-phenylpyrazol-1-yl)propan-2-yl 2-(dimethyl-amino)acetate), O.O.C(C(=O)O)(=O)O (oxalic acid dihydrate). Product: C(C(=O)O)(=O)O.CN(CC(=O)O[C@@H](CN1N(C(C(=C1C)C(NC1=CC(=C(C=C1)OC1=CC=NC2=CC(=CC=C12)OC)F)=O)=O)C1=CC=CC=C1)C)C ((R)-1-(4-(3-fluoro-4-(7-methoxyquinolin-4-yloxy)phenylcarbamoyl)-5-methyl-3-oxo-2-phenyl-2,3-dihydropyrazol-1-yl)propan-2-yl 2-(dimethylamino)acetate oxalate), solid. Yield: 84.0%. Reaction SMILES: [CH3:1][N:2]([CH3:46])[CH2:3][C:4]([O:6][C@H:7]([CH3:45])[CH2:8][N:9]1[C:13]([CH3:14])=[C:12]([C:15](=[O:37])[NH:16][C:17]2[CH:22]=[CH:21][C:20]([O:23][C:24]3[C:33]4[C:28](=[CH:29][C:30]([O:34][CH3:35])=[CH:31][CH:32]=4)[N:27]=[CH:26][CH:25]=3)=[C:19]([F:36])[CH:18]=2)[C:11](=[O:38])[N:10]1[C:39]1[CH:44]=[CH:43][CH:42]=[CH:41][CH:40]=1)=[O:5].O.O.[C:49]([OH:54])(=[O:53])[C:50]([OH:52])=[O:51]>>[C:49]([OH:54])(=[O:53])[C:50]([OH:52])=[O:51].[CH3:46][N:2]([CH3:1])[CH2:3][C:4]([O:6][C@H:7]([CH3:45])[CH2:8][N:9]1[C:13]([CH3:14])=[C:12]([C:15](=[O:37])[NH:16][C:17]2[CH:22]=[CH:21][C:20]([O:23][C:24]3[C:33]4[C:28](=[CH:29][C:30]([O:34][CH3:35])=[CH:31][CH:32]=4)[N:27]=[CH:26][CH:25]=3)=[C:19]([F:36])[CH:18]=2)[C:11](=[O:38])[N:10]1[C:39]1[CH:40]=[CH:41][CH:42]=[CH:43][CH:44]=1)=[O:5] |f:1.2.3,4.5|. Procedure: The title compound was prepared according to the procedure described in Example 54 step 2 by using (R)-1-(4-(4-(7-methoxyquinolin-4-yloxy)-3-fluorophenyl-carbamoyl)-2,3-dihydro-5-methyl-3-oxo-2-phenylpyrazol-1-yl)propan-2-yl 2-(dimethyl-amino)acetate (100 mg, 0.16 mmol) and oxalic acid dihydrate (60.3 mg, 0.48 mmol). The title compound was obtained as a yellow solid (98.5 mg, 84%). RXN SMILES: [BH4-:22].[Br:1][c:2]1[cH:3][c:4]([CH:10]=[CH:11][C:12](=[O:13])[c:14]2[cH:15][c:16]([Cl:21])[c:17]([Cl:20])[cH:18][cH:19]2)[c:5]([O:8][CH3:9])[n:6][cH:7]1.[Br:24][c:25]1[cH:26][c:27]([CH:28]=[CH:29][CH:30]([c:31]2[cH:32][cH:33][c:34]([Cl:35])[c:36]([Cl:37])[cH:38]2)[OH:39])[c:40]([O:41][CH3:42])[n:43][cH:44]1.[BrH:45].[CH3:51][CH2:52][OH:53].[CH3:54][C:55](=[O:56])[OH:57].[Na+:23].[O:46]1[CH2:47][CH2:48][CH2:49][CH2:50]1>>[Br:1][c:2]1[cH:3][c:4]2[c:5]([n:6][cH:7]1)[O:13][CH:12]([c:14]1[cH:15][c:16]([Cl:21])[c:17]([Cl:20])[cH:18][cH:19]1)[CH:11]=[CH:10]2. The product is Clc1ccc(C2C=Cc3cc(Br)cnc3O2)cc1Cl. Starting materials: [BH4-], COc1ncc(Br)cc1C=CC(=O)c1ccc(Cl)c(Cl)c1, COc1ncc(Br)cc1C=CC(O)c1ccc(Cl)c(Cl)c1, Br, CCO, CC(=O)O, [Na+], C1CCOC1. Reagents/catalysts: CC(C)(C)[O-].[Na+], CC(C)C1=CC(=C(C(=C1)C(C)C)C2=CC=CC=C2P(C3CCCCC3)C4CCCCC4)C(C)C, CC(=O)O.CC(=O)O.[Pd]. Reported procedure: To a round bottom flask was added palladium(II) acetate (0.012 g, 0.06 mmol), dicyclohexyl(2',4',6'-triisopropylbiphenyl-2-yl)phosphine (0.026 g, 0.06 mmol), and sodium tert-butoxide (0.213 g, 2.21 mmol). Added 5 mL toluene/t-butanol mix and purged with nitrogen. Added piperidin-4-one (0.15 g, 1.11 mmol), in 3 mL tol/tbuoh (slurry), followed by 1-bromo-2-chloro-4-fluorobenzene (0.255 g, 1.22 mmol), in 2 mL tol/tbuoh. Flushed with additional nitrogen and then heated to 120oC overnight.  Let react... Solvent: CC1=CC=CC=C1. Reaction conditions: temperature 120 celsius. Starting materials: C1CNCCC1=O, C1=CC(=C(C=C1F)Cl)Br. The yield is 0.0%. Yields the product C1CN(CCC1=O)C2=C(C=C(C=C2)F)Cl. Starting materials: CC(C)(C)[Si](C)(C)Cl, CN(C)C=O, Oc1ccc(Cl)cc1Cl, O, c1c[nH]cn1. Yields the product CC(C)(C)[Si](C)(C)Oc1ccc(Cl)cc1Cl. RXN SMILES: [C:15]([CH3:16])([CH3:17])([CH3:18])[Si:19]([CH3:20])([CH3:21])[Cl:22].[CH3:24][N:25]([CH3:26])[CH:27]=[O:28].[Cl:1][c:2]1[c:3]([OH:9])[cH:4][cH:5][c:6]([Cl:8])[cH:7]1.[OH2:23].[nH:10]1[cH:11][cH:12][n:13][cH:14]1>>[Cl:1][c:2]1[c:3]([O:9][Si:19]([C:15]([CH3:16])([CH3:17])[CH3:18])([CH3:20])[CH3:21])[cH:4][cH:5][c:6]([Cl:8])[cH:7]1. Starting materials: CCOC(=O)CP(=O)(OCC)OCC, O=CC1=CCCOC1, [H-], [Na+], C1CCOC1. Product: CCOC(=O)C=CC1=CCCOC1. As a reaction SMILES: [CH3:3][CH2:4][O:5][C:6](=[O:7])[CH2:8][P:9]([O:10][CH2:11][CH3:12])([O:13][CH2:14][CH3:15])=[O:16].[CH:17](=[O:18])[C:19]1=[CH:24][CH2:23][CH2:22][O:21][CH2:20]1.[H-:1].[Na+:2].[O:25]1[CH2:26][CH2:27][CH2:28][CH2:29]1>>[CH3:3][CH2:4][O:5][C:6](=[O:7])[CH:8]=[CH:17][C:19]1=[CH:24][CH2:23][CH2:22][O:21][CH2:20]1.